Dataset: the Open Reaction Database (ORD), a public repository of structured organic reaction records. Task: describe an organic reaction: reactants, conditions, products, and yield Reactants: OC1=C(C=C2CCC(C2=C1)=O)OC (6-hydroxy-5-methoxyindanone), C([O-])([O-])=O.[K+].[K+] (potassium carbonate), BrCCCC(=O)OCC (ethyl 4-bromobutyrate). The solvent is CC(=O)C (acetone). Reaction conditions: temperature 60 celsius, time 12 hour. Yields the product COC1=C(C=C2C(CCC2=C1)=O)OCCCC(=O)OCC (Ethyl 4-(6-methoxy-3-oxo-2,3-dihydro-1H-inden-5-yloxy)butanoate). The yield is 30.0%. As a reaction SMILES: [OH:1][C:2]1[CH:10]=[C:9]2[C:5]([CH2:6][CH2:7][C:8]2=[O:11])=[CH:4][C:3]=1[O:12][CH3:13].C(=O)([O-])[O-].[K+].[K+].Br[CH2:21][CH2:22][CH2:23][C:24]([O:26][CH2:27][CH3:28])=[O:25]>CC(C)=O>[CH3:13][O:12][C:3]1[CH:4]=[C:5]2[C:9]([C:8](=[O:11])[CH2:7][CH2:6]2)=[CH:10][C:2]=1[O:1][CH2:21][CH2:22][CH2:23][C:24]([O:26][CH2:27][CH3:28])=[O:25] |f:1.2.3|. Procedure: To a stirred solution of 6-hydroxy-5-methoxy-2,3-dihydro-1H-inden-1-one 18a (0.01 mol, 1.78 g) in acetone (50 ml) was added potassium carbonate (0.02 mol, 2.80 g). The resulting mixture was refluxed for 2 hours. After cooling to room temperature ethyl 4-bromobutyrate was added. The reaction mixture was stirred at 60° C. for 12 h. The progress of the reaction was monitored by TLC. The reaction mixture was filtered and the precipitate was washed with acetone (15 ml×2). The combined filtrate was co... Reactants: C1(CC1)C1=CC(N(N1C)C1=CC=CC=C1)=O (5-cyclopropyl-1-methyl-2-phenyl-1,2-dihydro-pyrazol-3-one), BrN1C(CCC1=O)=O (N-bromosuccinimide). Solvent: [Al] (aluminium), C(Cl)Cl (methylene chloride). Run at time 24 hour. Product: BrC=1C(N(N(C1C1CC1)C)C1=CC=CC=C1)=O (4-bromo-5-cyclopropyl-1-methyl-2-phenyl-1,2-dihydro-pyrazol-3-one). The yield is 85.0%. RXN SMILES: [CH:1]1([C:4]2[N:8]([CH3:9])[N:7]([C:10]3[CH:15]=[CH:14][CH:13]=[CH:12][CH:11]=3)[C:6](=[O:16])[CH:5]=2)[CH2:3][CH2:2]1.[Br:17]N1C(=O)CCC1=O>C(Cl)Cl.[Al]>[Br:17][C:5]1[C:6](=[O:16])[N:7]([C:10]2[CH:11]=[CH:12][CH:13]=[CH:14][CH:15]=2)[N:8]([CH3:9])[C:4]=1[CH:1]1[CH2:2][CH2:3]1. Procedure details: To a solution of 5-cyclopropyl-1-methyl-2-phenyl-1,2-dihydro-pyrazol-3-one (3.35 g) in methylene chloride (80 mL) was added N-bromosuccinimide (2.78 g). The reaction vessel was wrapped in aluminium foil and stirred for 24 hours. The solvent was evaporated in vacuo and the residue was dissolved in EtOAc and water. The phases were separated and the aqueous phase was extracted with more EtOAc. The combined organic phases were washed with brine, dried over sodium sulfate, filtered and reduced in vac...